This data is from the Open Reaction Database (ORD), a public repository of structured organic reaction records. The task is: describe an organic reaction: reactants, conditions, products, and yield Reactants: C, CCO, CC(=O)NS(=O)(=O)c1cccc([N+](=O)[O-])c1, [Pd]. Product: CC(=O)NS(=O)(=O)c1cccc(N)c1. As a reaction SMILES: [C:20].[CH3:17][CH2:18][OH:19].[N+:1]([O-:2])(=[O:3])[c:4]1[cH:5][c:6]([S:10](=[O:11])(=[O:12])[NH:13][C:14]([CH3:15])=[O:16])[cH:7][cH:8][cH:9]1.[Pd:21]>>[NH2:1][c:4]1[cH:5][c:6]([S:10](=[O:11])(=[O:12])[NH:13][C:14]([CH3:15])=[O:16])[cH:7][cH:8][cH:9]1. Yields the product N1(C=NC=C1)C[C@H](C1=CC=CC=C1)OC1=C(C=2CCCC(C2C=C1)=O)CS(=O)(=O)C=1C=C(C(=O)NCC#C)C=CC1 (3-{[(2-{[(1S)-2-(1H-Imidazol-1-yl)-1-phenylethyl]oxy}-5-oxo-5,6,7,8-tetrahydro-1-naphthalenyl)methyl]sulfonyl}-N-(2-propynyl)benzamide). Starting materials: N1(C=NC=C1)C[C@H](C1=CC=CC=C1)OC1=C(C=2CCCC(C2C=C1)=O)CS(=O)(=O)C=1C=C(C(=O)O)C=CC1 (3-{[(2-{[(1S)-2-(1H-imidazol-1-yl)-1-phenylethyl]oxy}-5-oxo-5,6,7,8-tetrahydro-1-naphthalenyl)methyl]sulfonyl}benzoic acid), NCC#C (3-aminopropyne). As a reaction SMILES: [N:1]1([CH2:6][C@@H:7]([O:14][C:15]2[CH:24]=[CH:23][C:22]3[C:21](=[O:25])[CH2:20][CH2:19][CH2:18][C:17]=3[C:16]=2[CH2:26][S:27]([C:30]2[CH:31]=[C:32]([CH:36]=[CH:37][CH:38]=2)[C:33]([OH:35])=O)(=[O:29])=[O:28])[C:8]2[CH:13]=[CH:12][CH:11]=[CH:10][CH:9]=2)[CH:5]=[CH:4][N:3]=[CH:2]1.[NH2:39][CH2:40][C:41]#[CH:42]>>[N:1]1([CH2:6][C@@H:7]([O:14][C:15]2[CH:24]=[CH:23][C:22]3[C:21](=[O:25])[CH2:20][CH2:19][CH2:18][C:17]=3[C:16]=2[CH2:26][S:27]([C:30]2[CH:31]=[C:32]([CH:36]=[CH:37][CH:38]=2)[C:33]([NH:39][CH2:40][C:41]#[CH:42])=[O:35])(=[O:29])=[O:28])[C:8]2[CH:9]=[CH:10][CH:11]=[CH:12][CH:13]=2)[CH:5]=[CH:4][N:3]=[CH:2]1. Reported procedure: Using the method in Example 172, 3-{[(2-{[(1S)-2-(1H-imidazol-1-yl)-1-phenylethyl]oxy}-5-oxo-5,6,7,8-tetrahydro-1-naphthalenyl)methyl]sulfonyl}benzoic acid (53 mg, 0.10 mmol, 0.20M in DMF) and 3-aminopropyne (17 mg, 0.30 mmol, 0.6M in DMF) were combined to give 40 mg of the desired compound: Low resolution mass spectrum (LC-MS, APCI) m/z 568 [M+H]+. Yield: 70.5%.